From a dataset of the Open Reaction Database (ORD), a public repository of structured organic reaction records. describe an organic reaction: reactants, conditions, products, and yield Reactants: CS(=O)[O-].[Na+] (sodium methanesulfinate), N1[C@H](C(=O)O)CCC1 (L-proline), BrC=1C=C(C(=O)OC(C)(C)C)C=CC1 (tert-butyl 3-bromobenzoate), CS(=O)[O-].[Na+] (sodium methanesulfinate), N1[C@H](C(=O)O)CCC1 (L-proline), [OH-].[Na+] (sodium hydroxide). The reagents and catalysts are [Cu]I (copper(I) iodide), [Cu]I (copper(I) iodide). Conditions: temperature 80 celsius, time 18 hour. Product: CS(=O)(=O)C=1C=C(C(=O)OC(C)(C)C)C=CC1 (tert-butyl 3-(methylsulfonyl)benzoate). Yield: 72.4%. RXN SMILES: Br[C:2]1[CH:3]=[C:4]([CH:12]=[CH:13][CH:14]=1)[C:5]([O:7][C:8]([CH3:11])([CH3:10])[CH3:9])=[O:6].[CH3:15][S:16]([O-:18])=[O:17].[Na+].N1CCC[C@H]1C(O)=O.[OH-].[Na+]>[Cu]I>[CH3:15][S:16]([C:2]1[CH:3]=[C:4]([CH:12]=[CH:13][CH:14]=1)[C:5]([O:7][C:8]([CH3:11])([CH3:10])[CH3:9])=[O:6])(=[O:18])=[O:17] |f:1.2,4.5|. Procedure: The mixture of tert-butyl 3-bromobenzoate (7.0 g, 27.2 mmol), sodium methanesulfinate (4.45 g, 43.6 mmol), copper(I) iodide (0.52 g, 2.72 mmol), L-proline (0.63 g, 5.44 mmol) and sodium hydroxide (0.22 g, 5.44 mmol) was purged with nitrogen and DMSO was added. The mixture was heated to 80° C. After 18 h, the mixture was cooled to ambient temperature. Additional sodium methanesulfinate (2.78 g, 27.2 mmol), copper(I) iodide (0.52 g, 2.72 mmol), L-proline (0.63 g, 5.44 mmol) were added and the mixt... Reactants: Cl.Cl.CN1C=CC2=NC(=C(C=C21)C=2N=CSC2)[C@H](C)N ((S)-1-(1-methyl-6-(thiazol-4-yl)-1H-pyrrolo[3,2-b]pyridin-5-yl)ethanamine dihydrochloride), NC1=NC(=NC(=C1C#N)Cl)SC (4-amino-6-chloro-2-(methylthio)pyrimidine-5-carbonitrile), C(C)N(C(C)C)C(C)C (N-ethyl-N-isopropylpropan-2-amine). The solvent is C(C)#N (acetonitrile). Reaction conditions: temperature 120 celsius. The product is NC1=NC(=NC(=C1C#N)N[C@@H](C)C1=C(C=C2C(=N1)C=CN2C)C=2N=CSC2)SC ((S)-4-Amino-6-((1-(1-methyl-6-(thiazol-4-yl)-1H-pyrrolo[3,2-b]pyridin-5-yl)ethyl)amino)-2-(methylthio)pyrimidine-5-carbonitrile). Isolated yield 8.6%. Reaction SMILES: Cl.Cl.[CH3:3][N:4]1[C:12]2[C:7](=[N:8][C:9]([C@@H:18]([NH2:20])[CH3:19])=[C:10]([C:13]3[N:14]=[CH:15][S:16][CH:17]=3)[CH:11]=2)[CH:6]=[CH:5]1.[NH2:21][C:22]1[C:27]([C:28]#[N:29])=[C:26](Cl)[N:25]=[C:24]([S:31][CH3:32])[N:23]=1.C(N(C(C)C)C(C)C)C>C(#N)C>[NH2:21][C:22]1[C:27]([C:28]#[N:29])=[C:26]([NH:20][C@H:18]([C:9]2[N:8]=[C:7]3[CH:6]=[CH:5][N:4]([CH3:3])[C:12]3=[CH:11][C:10]=2[C:13]2[N:14]=[CH:15][S:16][CH:17]=2)[CH3:19])[N:25]=[C:24]([S:31][CH3:32])[N:23]=1 |f:0.1.2|. Procedure: (S)-1-(1-methyl-6-(thiazol-4-yl)-1H-pyrrolo[3,2-b]pyridin-5-yl)ethanamine dihydrochloride (200 mg, 0.604 mmol), 4-amino-6-chloro-2-(methylthio)pyrimidine-5-carbonitrile (182 mg, 0.906 mmol), and N-ethyl-N-isopropylpropan-2-amine (0.315 mL, 1.81 mmol) were combined in acetonitrile (6 mL). The reaction mixture was heated in a microwave reactor at 120° C. for 2 hours and then concentrated. The residue was dissolved in MeOH/DCM, absorbed onto silica gel, and purified by column chromatography eluting...